This data is from the Open Reaction Database (ORD), a public repository of structured organic reaction records. The task is: describe an organic reaction: reactants, conditions, products, and yield The reactants are S1C(=NC2=C1C=CC=C2)OC=2C=CC1=C(C=C(O1)CO)C2 ([5-(benzothiazol-2-yloxy)-benzofuran-2-yl]-methanol), CCN(C(C)C)C(C)C (DIEA), S(=O)(Cl)Cl (thionyl chloride). Solvent: C(Cl)Cl (DCM). Conditions: time 2 hour. The product is ClCC=1OC2=C(C1)C=C(C=C2)OC=2SC1=C(N2)C=CC=C1 (2-(2-Chloromethyl-benzofuran-5-yloxy)-benzothiazole). The yield is 83.3%. Reaction SMILES: [S:1]1[C:5]2[CH:6]=[CH:7][CH:8]=[CH:9][C:4]=2[N:3]=[C:2]1[O:10][C:11]1[CH:12]=[CH:13][C:14]2[O:18][C:17]([CH2:19]O)=[CH:16][C:15]=2[CH:21]=1.CCN(C(C)C)C(C)C.S(Cl)([Cl:33])=O>C(Cl)Cl>[Cl:33][CH2:19][C:17]1[O:18][C:14]2[CH:13]=[CH:12][C:11]([O:10][C:2]3[S:1][C:5]4[CH:6]=[CH:7][CH:8]=[CH:9][C:4]=4[N:3]=3)=[CH:21][C:15]=2[CH:16]=1. Procedure: To a solution of [5-(benzothiazol-2-yloxy)-benzofuran-2-yl]-methanol (55 mg, 0.19 mmol) and DIEA (0.042 mL, 34 mg, 0.24 mmol) in DCM (0.8 mL) was added thionyl chloride (0.017 mL, 26 mg, 0.22 mmol) and the resulting mixture was stirred (rt, 2 h). The reaction mixture was concentrated under a stream of nitrogen to afford the title compound (50 mg, 100%). MS (ESI): mass calcd for C16H10NO2SCl, 315.0; m/z found 316.1 [M+H]+. Reactants: Br, CC(=O)O, COc1ccc(C(C)=O)c(F)c1C, [Na+], O=C([O-])O. Yields the product CC(=O)c1ccc(O)c(C)c1F. Reaction SMILES: [BrH:18].[CH3:14][C:15](=[O:16])[OH:17].[F:1][c:2]1[c:3]([C:11]([CH3:12])=[O:13])[cH:4][cH:5][c:6]([O:9][CH3:10])[c:7]1[CH3:8].[Na+:23].[O-:19][C:20]([OH:21])=[O:22]>>[F:1][c:2]1[c:3]([C:11]([CH3:12])=[O:13])[cH:4][cH:5][c:6]([OH:9])[c:7]1[CH3:8]. Reaction SMILES: C([O:4][C:5]1[CH:14]=[C:13]([O:15][CH:16]([CH2:18][CH2:19][CH2:20][C:21]2[CH:26]=[CH:25][CH:24]=[CH:23][CH:22]=2)[CH3:17])[CH:12]=[C:11]2[C:6]=1[CH:7]([CH2:31][CH2:32][CH:33]([OH:36])[CH2:34][CH3:35])[CH2:8][CH:9]1[CH2:30][CH2:29][CH2:28][CH2:27][N:10]12)(=O)C.OC(CC)CCC1N2C3C(CCC2CCC1)=CC=C(OC(CCCC1C=CC=CC=1)C)C=3.[OH-].[Na+]>O.N1C=CC=CC=1>[OH:4][C:5]1[CH:14]=[C:13]([O:15][CH:16]([CH2:18][CH2:19][CH2:20][C:21]2[CH:22]=[CH:23][CH:24]=[CH:25][CH:26]=2)[CH3:17])[CH:12]=[C:11]2[C:6]=1[CH:7]([CH2:31][CH2:32][C:33](=[O:36])[CH2:34][CH3:35])[CH2:8][CH:9]1[CH2:30][CH2:29][CH2:28][CH2:27][N:10]12 |f:2.3|. Reported procedure: A solution of 5.0 g. (0.02 mole) chromic anhydride in 5.0 ml. water is added with stirring and ice cooling to 50 ml. pyridine. To this is added at 10° C., 4.93 g. (0.01 mole) dl-7acetoxy-6-(3-hydroxypentyl)-9-(5-phenyl-2-pentyloxy)-2,3,4,4a,5,6-hexahydro-1H-pyrido[1,2-a]quinoline (prepared from dl-7-hydroxy-6-(3-hydroxypentyl-9-(5-phenyl-2-pentyloxy)-2,3,4,4a,5,6-hexahydro-1H-pyrido[1,2-a]quinoline by the procedure of Example 62, Part A) and the resulting mixture is stirred at ambient temperatur... Reactants: chromic anhydride, [OH-].[Na+] (sodium hydroxide), C(C)(=O)OC1=C2C(CC3N(C2=CC(=C1)OC(C)CCCC1=CC=CC=C1)CCCC3)CCC(CC)O (7acetoxy-6-(3-hydroxypentyl)-9-(5-phenyl-2-pentyloxy)-2,3,4,4a,5,6-hexahydro-1H-pyrido[1,2-a]quinoline), OC(CCC1CCCC2N1C1=CC(=CC=C1CC2)OC(C)CCCC2=CC=CC=C2)CC (3-hydroxypentyl-9-(5-phenyl-2-pentyloxy)-2,3,4,4a,5,6-hexahydro-1H-pyrido[1,2-a]quinoline). Run in O (water), O (water), N1=CC=CC=C1 (pyridine). Yields the product OC1=C2C(CC3N(C2=CC(=C1)OC(C)CCCC1=CC=CC=C1)CCCC3)CCC(CC)=O (7-Hydroxy-6-(3oxopentyl)-9-(5-phenyl-2-pentyloxy)-2,3,4,4a,5,6-hexahydro-1H-pyrido[1,2-a]quinoline). Starting materials: CCOCc1nc2cnc3ccccc3c2n1CC1(O)CCN(C(=O)OC(C)(C)C)CC1, CCO, Cl. Product: CCOCc1nc2cnc3ccccc3c2n1CC1(O)CCNCC1. As a reaction SMILES: [CH2:1]([CH3:2])[O:3][CH2:4][c:5]1[n:6]([CH2:18][C:19]2([OH:32])[CH2:20][CH2:21][N:22]([C:25]([O:26][C:27]([CH3:28])([CH3:29])[CH3:30])=[O:31])[CH2:23][CH2:24]2)[c:7]2[c:8]([cH:9][n:10][c:11]3[cH:12][cH:13][cH:14][cH:15][c:16]23)[n:17]1.[CH3:34][CH2:35][OH:36].[ClH:33]>>[CH2:1]([CH3:2])[O:3][CH2:4][c:5]1[n:6]([CH2:18][C:19]2([OH:32])[CH2:20][CH2:21][NH:22][CH2:23][CH2:24]2)[c:7]2[c:8]([cH:9][n:10][c:11]3[cH:12][cH:13][cH:14][cH:15][c:16]23)[n:17]1. Reactants: C(C1=CC=CC=C1)OC(=O)N[C@@H](CC1=CC(=C(C=C1)OC(=O)OCC1=CC=CC=C1)I)C(=O)OC(C)(C)C (tert-butyl N-((benzyloxy)carbonyl)-4-O-((benzyloxy)carbonyl)-3-iodo-L-tyrosinate), C1(=CC=CC=C1)C (toluene), C1=CCCC1 (cyclopentene), C1(=C(C=CC=C1)P(C1=C(C=CC=C1)C)C1=C(C=CC=C1)C)C (tri-ortho-tolylphosphine), crude mixture, N-benzyloxycarbonyl olefin, bis(benzyloxycarbonyl) olefin, Pd(C), bis(benzyloxycarbonyl) olefin. Run in CCOC(=O)C (EtOAc), CCCCCC (hexane), CO (MeOH). Reaction conditions: temperature 110 celsius. Product: C1(CCCC1)C=1C=C(C[C@H](N)C(=O)OC(C)(C)C)C=CC1O (tert-butyl 3-cyclopentyl-L-tyrosinate). Isolated yield 93.0%. As a reaction SMILES: C(OC([NH:11][C@H:12]([C:32]([O:34][C:35]([CH3:38])([CH3:37])[CH3:36])=[O:33])[CH2:13][C:14]1[CH:19]=[CH:18][C:17]([O:20]C(OCC2C=CC=CC=2)=O)=[C:16](I)[CH:15]=1)=O)C1C=CC=CC=1.[C:39]1([CH3:45])[CH:44]=[CH:43][CH:42]=CC=1.C1CCCC=1.C1(C)C=CC=CC=1P(C1C=CC=CC=1C)C1C=CC=CC=1C>CO.CCOC(C)=O.CCCCCC>[CH:42]1([C:16]2[CH:15]=[C:14]([CH:19]=[CH:18][C:17]=2[OH:20])[CH2:13][C@@H:12]([C:32]([O:34][C:35]([CH3:36])([CH3:37])[CH3:38])=[O:33])[NH2:11])[CH2:43][CH2:44][CH2:39][CH2:45]1. Reported procedure: A 300 mL Parr bomb was charged with 5.13 g of tert-butyl N-((benzyloxy)carbonyl)-4-O-((benzyloxy)carbonyl)-3-iodo-L-tyrosinate, 120 mL of toluene, 30 mL of cyclopentene and 0.49 g of tri-ortho-tolylphosphine. The solution was deoxygenated by bubbling nitrogen through for 10 min and was treated with 0.182 g of Pd(OAc)2 and 1.24 mL of Et3N. The bomb was flushed with nitrogen, sealed, and heated to 110° C. for 48 h. The vessel was cooled to RT, purged with nitrogen and opened. The reaction mixture ... Reactants: FC(F)(F)c1ccc(Br)c(CBr)c1, CC1NC(=O)OC1c1ccccc1. Yields the product CC1C(c2ccccc2)OC(=O)N1Cc1cc(C(F)(F)F)ccc1Br. Reaction SMILES: [Br:1][c:2]1[c:3]([CH2:4][Br:5])[cH:6][c:7]([C:10]([F:11])([F:12])[F:13])[cH:8][cH:9]1.[CH3:14][CH:15]1[NH:16][C:17](=[O:26])[O:18][CH:19]1[c:20]1[cH:21][cH:22][cH:23][cH:24][cH:25]1>>[Br:1][c:2]1[c:3]([CH2:4][N:16]2[CH:15]([CH3:14])[CH:19]([c:20]3[cH:21][cH:22][cH:23][cH:24][cH:25]3)[O:18][C:17]2=[O:26])[cH:6][c:7]([C:10]([F:11])([F:12])[F:13])[cH:8][cH:9]1. Reactants: [N+](=O)([O-])[O-].[Na+] (sodium nitrate), BrCC(CC(=O)OCC)=O (ethyl 4-bromoacetoacetate). The solvent is O (water), O (Water), C(C)(=O)O (acetic acid). Reaction conditions: temperature 10 celsius, time 2 hour. The product is ON=C(C(=O)OCC)C(=O)CBr (ethyl 2-hydroxyimino-4-bromoacetoacetate). RXN SMILES: [N+:1]([O-:4])([O-])=O.[Na+].[Br:6][CH2:7][C:8](=[O:15])[CH2:9][C:10]([O:12][CH2:13][CH3:14])=[O:11]>O.C(O)(=O)C>[OH:4][N:1]=[C:9]([C:8]([CH2:7][Br:6])=[O:15])[C:10]([O:12][CH2:13][CH3:14])=[O:11] |f:0.1|. Reported procedure: A solution of sodium nitrate (12.4 g.) in water (150 ml.) was dropwise added with stirring at 5° to 7° C. to a solution of ethyl 4-bromoacetoacetate (30 g.) in acetic acid (200 ml.) and the mixture was stirred for 2 hours at 10° C. Water (200 ml.) was added to the reaction mixture and the resultant mixture was extracted with ether (500 ml.). The extract was washed twice with water (200 ml.) and with a sodium chloride aqueous solution (200 ml.) and dried over magnesium sulfate. The solvent was di...